From a dataset of the Open Reaction Database (ORD), a public repository of structured organic reaction records. describe an organic reaction: reactants, conditions, products, and yield Starting materials: CC(C)(C)COS(=O)(=O)c1ccc(-c2ccc3cc(OCc4ccccc4)ccc3c2Oc2ccc(OCCN3CCCCC3)cc2)cc1, CO, O=C[O-], [NH4+]. The product is CC(C)(C)COS(=O)(=O)c1ccc(-c2ccc3cc(O)ccc3c2Oc2ccc(OCCN3CCCCC3)cc2)cc1. As a reaction SMILES: [CH3:1][C:2]([CH2:3][O:4][S:5](=[O:6])(=[O:7])[c:8]1[cH:9][cH:10][c:11](-[c:14]2[c:15]([O:32][c:33]3[cH:34][cH:35][c:36]([O:39][CH2:40][CH2:41][N:42]4[CH2:43][CH2:44][CH2:45][CH2:46][CH2:47]4)[cH:37][cH:38]3)[c:16]3[cH:17][cH:18][c:19]([O:24][CH2:25][c:26]4[cH:27][cH:28][cH:29][cH:30][cH:31]4)[cH:20][c:21]3[cH:22][cH:23]2)[cH:12][cH:13]1)([CH3:48])[CH3:49].[CH3:54][OH:55].[CH:50]([O-:51])=[O:52].[NH4+:53]>>[CH3:1][C:2]([CH2:3][O:4][S:5](=[O:6])(=[O:7])[c:8]1[cH:9][cH:10][c:11](-[c:14]2[c:15]([O:32][c:33]3[cH:34][cH:35][c:36]([O:39][CH2:40][CH2:41][N:42]4[CH2:43][CH2:44][CH2:45][CH2:46][CH2:47]4)[cH:37][cH:38]3)[c:16]3[cH:17][cH:18][c:19]([OH:24])[cH:20][c:21]3[cH:22][cH:23]2)[cH:12][cH:13]1)([CH3:48])[CH3:49]. The reactants are FC1=C(C2=C(N=C1)NC=C2)C=O (5-fluoro-1H-pyrrolo[2,3-b]pyridine-4-carbaldehyde), II (iodine), [I-].[Na+] (sodium iodide), [OH-].[Na+] (NaOH). The solvent is OS(=O)[O-].[Na+] (NaHSO3), CCO (EtOH). Run at temperature 25 celsius, time 4 hour. The product is FC1=C(C2=C(N=C1)NC=C2I)C=O (5-fluoro-3-iodo-1H-pyrrolo[2,3-b]pyridine-4-carbaldehyde). Yield: 151.0%. Reaction SMILES: [F:1][C:2]1[CH:7]=[N:6][C:5]2[NH:8][CH:9]=[CH:10][C:4]=2[C:3]=1[CH:11]=[O:12].[I:13]I.[I-].[Na+].[OH-].[Na+]>CCO.OS([O-])=O.[Na+]>[F:1][C:2]1[CH:7]=[N:6][C:5]2[NH:8][CH:9]=[C:10]([I:13])[C:4]=2[C:3]=1[CH:11]=[O:12] |f:2.3,4.5,7.8|. Procedure: To a solution of 5-fluoro-1H-pyrrolo[2,3-b]pyridine-4-carbaldehyde (2.45 g, 14.93 mmol) in EtOH (20 mL) was added iodine (4.55 g, 17.91 mmol), sodium iodide (2.68 g, 17.91 mmol) and aqueous NaOH (1N, 15 mL). The reaction mixture was stirred for 4 h at 25° C. and diluted with aqueous NaHSO3 (0.1N). An orange precipitate was collected by filtration and dried under vacuum to afford the title compound as a yellow solid (6.54 g, 82%). [M+H] calc'd for C8H4FIN2O, 291; found, 291.5. Reported procedure: To a solution of commercially available tert-butyl 4-oxo-1-piperidine carboxylate (400 mg, 2 mmol) in methanol (1 ml) and 2-chlorobenzylamine (0.121 ml, 1 mmol) in methanol (1 ml) was added acetic acid in methanol (1 M, 1.34 ml) followed by NaCNBH3 in methanol (0.3 M, 4.4 ml). The resulting solution was stirred at room temperature. After 24 h, water (2 ml) was added, and the mixture was stirred for 1 h before it was concentrated. The resulting oil was redissolved in diethyl ether (20 ml), extrac... Starting materials: O=C1CCN(CC1)C(=O)OC(C)(C)C (tert-butyl 4-oxo-1-piperidine carboxylate), ClC1=C(CN)C=CC=C1 (2-chlorobenzylamine), C(C)(=O)O (acetic acid), [BH3-]C#N.[Na+] (NaCNBH3). Run in CO (methanol), CO (methanol), CO (methanol), CO (methanol), O (water). Conditions: time 24 hour. Reaction SMILES: O=[C:2]1[CH2:7][CH2:6][N:5]([C:8]([O:10][C:11]([CH3:14])([CH3:13])[CH3:12])=[O:9])[CH2:4][CH2:3]1.[Cl:15][C:16]1[CH:23]=[CH:22][CH:21]=[CH:20][C:17]=1[CH2:18][NH2:19].C(O)(=O)C.[BH3-]C#N.[Na+]>CO.O>[Cl:15][C:16]1[CH:23]=[CH:22][CH:21]=[CH:20][C:17]=1[CH2:18][NH:19][CH:2]1[CH2:7][CH2:6][N:5]([C:8]([O:10][C:11]([CH3:14])([CH3:13])[CH3:12])=[O:9])[CH2:4][CH2:3]1 |f:3.4|. Yields the product ClC1=C(C=CC=C1)CNC1CCN(CC1)C(=O)OC(C)(C)C (tert-butyl 4-((2-chlorophenyl)methyl)amino-piperidine carboxylate). Starting materials: ClC1=C(C(=O)OC(C)C)C=C(C(=C1)F)N1C(NC(=C(C1=O)F)C(F)(F)F)=O (isopropyl 2-chloro-5-[3,6-dihydro-2,6-dioxo-5-fluoro-4-trifluoromethyl-1(2H) -pyrimidinyl]-4-fluorobenzoate), P(=O)(Cl)(Cl)Cl (phosphorus oxychloride). Run in N1=CC=CC=C1 (pyridine). Yields the product ClC1=C(C(=O)OC(C)C)C=C(C(=C1)F)N1C(=NC(=C(C1=O)F)C(F)(F)F)Cl (isopropyl 2-chloro-5-[2-chloro-5-fluoro-6-oxo-4-trifluoromethyl-1(6H)-pyrimidinyl]4-fluorobenzoate). As a reaction SMILES: [Cl:1][C:2]1[CH:13]=[C:12]([F:14])[C:11]([N:15]2[C:20](=[O:21])[C:19]([F:22])=[C:18]([C:23]([F:26])([F:25])[F:24])[NH:17][C:16]2=O)=[CH:10][C:3]=1[C:4]([O:6][CH:7]([CH3:9])[CH3:8])=[O:5].P(Cl)(Cl)([Cl:30])=O>N1C=CC=CC=1>[Cl:1][C:2]1[CH:13]=[C:12]([F:14])[C:11]([N:15]2[C:20](=[O:21])[C:19]([F:22])=[C:18]([C:23]([F:26])([F:25])[F:24])[N:17]=[C:16]2[Cl:30])=[CH:10][C:3]=1[C:4]([O:6][CH:7]([CH3:9])[CH3:8])=[O:5]. Procedure: using isopropyl 2-chloro-5-[3,6-dihydro-2,6-dioxo-5-fluoro-4-trifluoromethyl-1(2H) -pyrimidinyl]-4-fluorobenzoate with phosphorus oxychloride and pyridine within 1 hour at room temperature and thereafter for 1 hour at 60° C. there is obtained isopropyl 2-chloro-5-[2-chloro-5-fluoro-6-oxo-4-trifluoromethyl-1(6H)-pyrimidinyl]4-fluorobenzoate, 1H-NMR (CDCl3, 60 MHz): 7.88 ppm (d,1H), 7.47 ppm (d,1H), 5.30 ppm (m,1H), 1.41 ppm (d,6H); Reactants: C(N)(=O)C1CN(CCN1C)C(=O)OC(C)(C)C (tert-Butyl 3-carbamoyl-4-methylpiperazine-1-carboxylate), COC=1C=CC(=CC1)P2(=S)SP(=S)(S2)C=3C=CC(=CC3)OC (Lawesson reagent). Run in C1(=CC=CC=C1)C (toluene). Yields the product C(N)(=S)C1CN(CCN1C)C(=O)OC(C)(C)C (tert-butyl 3-carbamothioyl-4-methylpiperazine-1-carboxylate). Isolated yield 79.9%. Reaction SMILES: [C:1]([CH:4]1[N:9]([CH3:10])[CH2:8][CH2:7][N:6]([C:11]([O:13][C:14]([CH3:17])([CH3:16])[CH3:15])=[O:12])[CH2:5]1)(=O)[NH2:2].COC1C=CC(P2(SP(C3C=CC(OC)=CC=3)(=S)S2)=[S:27])=CC=1>C1(C)C=CC=CC=1>[C:1]([CH:4]1[N:9]([CH3:10])[CH2:8][CH2:7][N:6]([C:11]([O:13][C:14]([CH3:17])([CH3:16])[CH3:15])=[O:12])[CH2:5]1)(=[S:27])[NH2:2]. Procedure details: tert-Butyl 3-carbamoyl-4-methylpiperazine-1-carboxylate (400 mg, 1.64 mmol) was dissolved in toluene (20 mL) and Lawesson reagent (332 mg, 0.82 mmol) was added. The reaction mixture was heated to reflux for 5 h. Solvent was removed under reduced pressure and the crude product was purified by column chromatography (silica gel 60-120 mesh, eluent 10-15% MeOH in CHCl3) to afford tert-butyl 3-carbamothioyl-4-methylpiperazine-1-carboxylate (0.17 g, yield 40%) as pale yellow liquid. 1H NMR (300 MHz, C... Starting materials: C1(=CC=CC=C1)C(C)O (1-Phenyl-1-ethylalcohol), C(C)(=S)O (thioacetic acid). The reagents and catalysts are [I-].[Zn+2].[I-] (zinc iodide). The solvent is ClCCl (dichloromethane). Run at time 16 hour. The product is C1(=CC=CC=C1)C(C)SC(C)=O (Thioacetic acid S-(1-phenyl-ethyl)ester). Isolated yield 98.7%. Reaction SMILES: [C:1]1([CH:7](O)[CH3:8])[CH:6]=[CH:5][CH:4]=[CH:3][CH:2]=1.[C:10]([OH:13])(=[S:12])[CH3:11]>[I-].[Zn+2].[I-].ClCCl>[C:1]1([CH:7]([S:12][C:10](=[O:13])[CH3:11])[CH3:8])[CH:6]=[CH:5][CH:4]=[CH:3][CH:2]=1 |f:2.3.4|. Reported procedure: In a synthesis carried our according to Gauthier, Bourdon, Young, Tetrahedron Lett., 27(1), 15 (1986), at room temperature, 16.3 g of zinc iodide, 100 mL of dichloromethane and 12.5 g of 1-Phenyl-1-ethylalcohol are added to a 250 ml round-bottom flask. To this suspension 9.52 g of thioacetic acid is added. The mixture is stirred for 16 hours at room temperature. The reaction mixture is extracted with dichloromethane. The organic layer is washed with brine, dried over magnesium sulphate, filtered...